Dataset: the Open Reaction Database (ORD), a public repository of structured organic reaction records. Task: describe an organic reaction: reactants, conditions, products, and yield The reactants are ice, C(C1=CC=CC=C1)OC(C([C@H]1[C@@H](C(N1C(C)(C)C)=O)C(C)(C)O)[SiH](C)C)=O (1-tert.butyldimethylsilyl-2-oxo-3-(trans)-(1-hydroxy-1-methylethyl)azetidine-4-yl-acetic acid benzylester), Cl (HCl). Run in CO.O (methanol water). Run at time 30 minute. Yields the product C(C1=CC=CC=C1)OC(CC1C(C(N1)=O)C(C)(C)O)=O ((3SR,4RS)-3-(1-hydroxy-1-methylethyl)-2-oxoazetidine-4-yl-acetic acid benzylester). As a reaction SMILES: [CH2:1]([O:8][C:9](=[O:27])[CH:10]([SiH](C)C)[C@@H:11]1[N:14](C(C)(C)C)[C:13](=[O:19])[C@H:12]1[C:20]([OH:23])([CH3:22])[CH3:21])[C:2]1[CH:7]=[CH:6][CH:5]=[CH:4][CH:3]=1.Cl>CO.O>[CH2:1]([O:8][C:9](=[O:27])[CH2:10][CH:11]1[NH:14][C:13](=[O:19])[CH:12]1[C:20]([OH:23])([CH3:21])[CH3:22])[C:2]1[CH:7]=[CH:6][CH:5]=[CH:4][CH:3]=1 |f:2.3|. Procedure details: To an ice-cold solution of 3.7 g 1-tert.butyldimethylsilyl-2-oxo-3-(trans)-(1-hydroxy-1-methylethyl)azetidine-4-yl-acetic acid benzylester in 130 ml of methanol/water (9/1) are added 6.6 ml of conc. HCl. This mixture is stirred for 30 minutes at 0° and 31/2 hours at 25°. The solution is concentrated and the residue taken up in ethylacetate, washed once with aq. NaCl, dried over MgSO4 and evaporated to dryness to yield the title compound Reactants: O=[N+]([O-])[O-].[O-][N+]([O-])=O.[O-][N+]([O-])=O.[O-][N+]([O-])=O.[O-][N+]([O-])=O.[O-][N+]([O-])=O.[Ce+4].[NH4+].[NH4+] (CAN), C(C)#N (acetonitrile), C(C)OC(=O)C1(CC2=C(C(=C(C(=C2C1)OC)OC)OC)OC)CCCCCCCC(=O)O (8-(2-ethoxycarbonyl-4,5,6,7-tetramethoxyindan-2-yl)octanoic acid). Run in O (water), O (Water). Conditions: time 15 minute. The product is C(C)OC(=O)C1(CC=2C(C(=C(C(C2C1)=O)OC)OC)=O)CCCCCCCC(=O)O (8-(2-Ethoxycarbonyl-5,6-dimethoxy-4,7-dioxoindan-2-yl)octanoic acid). Isolated yield 68.0%. Reaction SMILES: O=[N+]([O-])[O-].[O-][N+](=O)[O-].[O-][N+](=O)[O-].[O-][N+](=O)[O-].[O-][N+](=O)[O-].[O-][N+](=O)[O-].[Ce+4].[NH4+].[NH4+].C(#N)C.[CH2:31]([O:33][C:34]([C:36]1([CH2:53][CH2:54][CH2:55][CH2:56][CH2:57][CH2:58][CH2:59][C:60]([OH:62])=[O:61])[CH2:44][C:43]2[C:38](=[C:39]([O:51]C)[C:40]([O:49][CH3:50])=[C:41]([O:47][CH3:48])[C:42]=2[O:45]C)[CH2:37]1)=[O:35])[CH3:32]>O>[CH2:31]([O:33][C:34]([C:36]1([CH2:53][CH2:54][CH2:55][CH2:56][CH2:57][CH2:58][CH2:59][C:60]([OH:62])=[O:61])[CH2:44][C:43]2[C:42](=[O:45])[C:41]([O:47][CH3:48])=[C:40]([O:49][CH3:50])[C:39](=[O:51])[C:38]=2[CH2:37]1)=[O:35])[CH3:32] |f:0.1.2.3.4.5.6.7.8|. Reported procedure: A water (1 ml) solution of CAN (238 mg, 0.435 mmols) was dropwise added to an acetonitrile (2 ml) solution of 8-(2-ethoxycarbonyl-4,5,6,7-tetramethoxyindan-2-yl)octanoic acid (78.6 mg, 0.174 mmols) with cooling with ice and then stirring was continued for 15 minutes. Water was added to the reaction mixture, which was then extracted with ethyl acetate. The organic layer was washed with a saturated aqueous sodium chloride solution and then dried. The solvent was evaporated in vacuo and the resulti... The reactants are Cl.NC(=N)N (guanidine hydrochloride), Cl (hydrochloric acid), C(CCC)N=C=NCCCC (di-n-butyl carbodiimide), O (water). The solvent is CO (methanol). The product is Cl.C(CCC)NC(=NCCCC)NC(=N)N (1,2-Di-n-butylbiguanide Hydrochloride). RXN SMILES: [ClH:1].[NH2:2][C:3]([NH2:5])=[NH:4].[CH2:6]([N:10]=[C:11]=[N:12][CH2:13][CH2:14][CH2:15][CH3:16])[CH2:7][CH2:8][CH3:9].O.Cl>CO>[ClH:1].[CH2:13]([NH:12][C:11]([NH:4][C:3]([NH2:5])=[NH:2])=[N:10][CH2:6][CH2:7][CH2:8][CH3:9])[CH2:14][CH2:15][CH3:16] |f:0.1,6.7|. Procedure details: 0.715 g. (7.5 mmol) of guanidine hydrochloride, 1.54 g. (10 mmol) of di-n-butyl carbodiimide, 5 ml. of water, and 15 ml. of methanol is heated for 16 hours under reflux. After evaporation, the oily residue is taken up in 15 ml. of water and extracted three times with respectively 20 ml. of ether in order to remove the 1,2-di-n-butyl urea formed as a by-product. The aqueous phase is mixed with concentrated hydrochloric acid to a pH of 4 and crystallizes during evaporation. The crude product havin... Starting materials: COC(=O)C1=NC(=C(C=C1)C1OCCC1)C1=CC(=CC=C1)Cl (6-(3-chlorophenyl)-5-(tetrahydrofuran-2-yl)-pyridine-2-carboxylic acid methyl ester), O.[OH-].[Li+] (lithium hydroxide monohydrate). Solvent: CO.C(C)(=O)OCC (methanol ethyl acetate). Run at time 1 hour. The product is ClC=1C=C(C=CC1)C1=C(C=CC(=N1)C(=O)O)C1OCCC1 (6-(3-Chloro-phenyl)-5-(tetrahydro-furan-2-yl)-pyridine-2-carboxylic acid). Isolated yield 92.2%. Reaction SMILES: C[O:2][C:3]([C:5]1[CH:10]=[CH:9][C:8]([CH:11]2[CH2:15][CH2:14][CH2:13][O:12]2)=[C:7]([C:16]2[CH:21]=[CH:20][CH:19]=[C:18]([Cl:22])[CH:17]=2)[N:6]=1)=[O:4].O.[OH-].[Li+]>CO.C(OCC)(=O)C>[Cl:22][C:18]1[CH:17]=[C:16]([C:7]2[N:6]=[C:5]([C:3]([OH:4])=[O:2])[CH:10]=[CH:9][C:8]=2[CH:11]2[CH2:15][CH2:14][CH2:13][O:12]2)[CH:21]=[CH:20][CH:19]=1 |f:1.2.3,4.5|. Procedure details: A mixture of 6-(3-chlorophenyl)-5-(tetrahydrofuran-2-yl)-pyridine-2-carboxylic acid methyl ester (0.3 g, 1 mmol) and lithium hydroxide monohydrate (CAN 1310-66-3, 130 mg, 3 mmol) in THF/H2O 1/1 (20 mL) was stirred at room temperature for 1 h. After removal of the organic solvent under reduced pressure the aqueous phase was washed with ethyl acetate (10 mL) and acidified with 1 N HCl to pH=3. The resulting solution was extracted with ethyl acetate (2×20 mL). The organic layer was concentrated und...